This data is from the Open Reaction Database (ORD), a public repository of structured organic reaction records. The task is: describe an organic reaction: reactants, conditions, products, and yield Starting materials: C(#N)C1=CC=C(C=C1)C1C2=C(N(C(N1C(=O)NC1CCS(CC1)=O)=O)C1=CC(=CC=C1)C(F)(F)F)CCC2=O (4-(4-Cyanophenyl)-2,5-dioxo-N-(1-oxo-hexahydro-1λ4-thiopyran-4-yl)-1-(3-(trifluoro-methyl)phenyl)-4,5,6,7-tetrahydro-1H-cyclopenta[d]pyrimidine-3(2H)-carboxamide), C1(=C(C(=CC(=C1)C)C)S(=O)(=O)ON)C (O-mesitylenesulfonylhydroxyl-amine). The solvent is ClCCl (dichloromethane). Product: C(#N)C1=CC=C(C=C1)C1C2=C(N(C(N1C(=O)NC1CCS(CC1)(=O)=N)=O)C1=CC(=CC=C1)C(F)(F)F)CCC2=O (4-(4-Cyanophenyl)-2,5-dioxo-N-(1-imino-1-oxo-hexahydro-1λ6-thiopyran-4-yl)-1-(3-(trifluoromethyl)phenyl)-4,5,6,7-tetrahydro-1H-cyclopenta[d]pyrimidine-3(2H)-carboxamide). RXN SMILES: [C:1]([C:3]1[CH:8]=[CH:7][C:6]([CH:9]2[N:14]([C:15]([NH:17][CH:18]3[CH2:23][CH2:22][S:21](=[O:24])[CH2:20][CH2:19]3)=[O:16])[C:13](=[O:25])[N:12]([C:26]3[CH:31]=[CH:30][CH:29]=[C:28]([C:32]([F:35])([F:34])[F:33])[CH:27]=3)[C:11]3[CH2:36][CH2:37][C:38](=[O:39])[C:10]2=3)=[CH:5][CH:4]=1)#[N:2].C1(C)C=C(C)C=C(C)C=1S(O[NH2:52])(=O)=O>ClCCl>[C:1]([C:3]1[CH:8]=[CH:7][C:6]([CH:9]2[N:14]([C:15]([NH:17][CH:18]3[CH2:23][CH2:22][S:21](=[NH:52])(=[O:24])[CH2:20][CH2:19]3)=[O:16])[C:13](=[O:25])[N:12]([C:26]3[CH:31]=[CH:30][CH:29]=[C:28]([C:32]([F:34])([F:35])[F:33])[CH:27]=3)[C:11]3[CH2:36][CH2:37][C:38](=[O:39])[C:10]2=3)=[CH:5][CH:4]=1)#[N:2]. Procedure: 4-(4-Cyanophenyl)-2,5-dioxo-N-(1-oxo-hexahydro-1λ4-thiopyran-4-yl)-1-(3-(trifluoro-methyl)phenyl)-4,5,6,7-tetrahydro-1H-cyclopenta[d]pyrimidine-3(2H)-carboxamide (example 43, 40 mg, 72 μmol) is added to a solution of O-mesitylenesulfonylhydroxyl-amine (66 mg, 0.31 mmol) in dichloromethane (1.0 mL), and the mixture is stirred at room temperature over night. All volatiles are removed under reduced pressure, and the residue is purified by reversed phase HPLC (Waters SunFire™-C18, gradient of aceton... Starting materials: BrC1=NN2C(C=CC(=C2)COC2=CC=C(C=C2)[C@H](CC(=O)OCC)C#CC)=N1 (ethyl (3S)-3-[4-[(2-bromo-[1,2,4]triazolo[1,5-a]pyridin-6-yl)methoxy]phenyl]hex-4-ynoate), OC1=CC=C(C=C1)B(O)O (4-hydroxy phenyl boronic acid), C(=O)([O-])[O-].[K+].[K+] (K2CO3). Reagents/catalysts: Cl[Pd]([P](C1=CC=CC=C1)(C2=CC=CC=C2)C3=CC=CC=C3)([P](C4=CC=CC=C4)(C5=CC=CC=C5)C6=CC=CC=C6)Cl (Pd(PPh3)2Cl2). Run in O1CCOCC1 (1,4-dioxane). Run at temperature 100 celsius. Product: C(C)OC(C[C@H](C#CC)C1=CC=C(C=C1)OCC=1C=CC=2N(C1)N=C(N2)C2=CC=C(C=C2)O)=O ((S)-3-{4-[2-(4-Hydroxy-phenyl)-[1,2,4]triazolo[1,5-a]pyridin-6-ylmethoxy]-phenyl}-hex-4-ynoic acid ethyl ester). Isolated yield 74.8%. Reaction SMILES: Br[C:2]1[N:28]=[C:5]2[CH:6]=[CH:7][C:8]([CH2:10][O:11][C:12]3[CH:17]=[CH:16][C:15]([C@@H:18]([C:25]#[C:26][CH3:27])[CH2:19][C:20]([O:22][CH2:23][CH3:24])=[O:21])=[CH:14][CH:13]=3)=[CH:9][N:4]2[N:3]=1.[OH:29][C:30]1[CH:35]=[CH:34][C:33](B(O)O)=[CH:32][CH:31]=1.C([O-])([O-])=O.[K+].[K+]>O1CCOCC1.Cl[Pd](Cl)([P](C1C=CC=CC=1)(C1C=CC=CC=1)C1C=CC=CC=1)[P](C1C=CC=CC=1)(C1C=CC=CC=1)C1C=CC=CC=1>[CH2:23]([O:22][C:20](=[O:21])[CH2:19][C@@H:18]([C:15]1[CH:16]=[CH:17][C:12]([O:11][CH2:10][C:8]2[CH:7]=[CH:6][C:5]3[N:4]([N:3]=[C:2]([C:33]4[CH:34]=[CH:35][C:30]([OH:29])=[CH:31][CH:32]=4)[N:28]=3)[CH:9]=2)=[CH:13][CH:14]=1)[C:25]#[C:26][CH3:27])[CH3:24] |f:2.3.4,^1:53,72|. Procedure: To a stirred solution of ethyl (3S)-3-[4-[(2-bromo-[1,2,4]triazolo[1,5-a]pyridin-6-yl)methoxy]phenyl]hex-4-ynoate (1.0 g, 2.2 mmol) and 4-hydroxy phenyl boronic acid (0.37 g, 2.7 mmol) in 1,4-dioxane (30 mL) is added K2CO3 (0.91 g, 6.6 mmol). The mixture purged with nitrogen for 10 minutes. Pd(PPh3)2Cl2 (0.14 g, 0.2 mmol) is added and the mixture is heated at 100° C. for 12 hours. The reaction mixture is cooled to room temperature, filtered through diatomaceous earth, and washed with EtOAc (2×10... Starting materials: COC(=O)[C@@H]1C[C@@H]([C@H](C1)O)NC(=O)C=1SC(=CC1)Cl ((1R,3S,4S)-3-[(5-chloro-thiophene-2-carbonyl)-amino]-4-hydroxy-cyclopentanecarboxylic acid methyl ester), NC1=C(C=C(C=C1)N1C(C=CC=C1)=O)C (1-(4-amino-3-methyl-phenyl)-1H-pyridin-2-one). Product: O[C@@H]1[C@H](C[C@H](C1)C(NC1=C(C=C(C=C1)N1C(C=CC=C1)=O)C)=O)NC(=O)C=1SC(=CC1)Cl (5-chloro-thiophene-2-carboxylic acid {(1S,2S,4R)-2-hydroxy-4-[2-methyl-4-(2-oxo-2H-pyridin-1-yl)-phenylcarbamoyl]-cyclopentyl}-amide). As a reaction SMILES: CO[C:3]([C@H:5]1[CH2:9][C@H:8]([OH:10])[C@@H:7]([NH:11][C:12]([C:14]2[S:15][C:16]([Cl:19])=[CH:17][CH:18]=2)=[O:13])[CH2:6]1)=[O:4].[NH2:20][C:21]1[CH:26]=[CH:25][C:24]([N:27]2[CH:32]=[CH:31][CH:30]=[CH:29][C:28]2=[O:33])=[CH:23][C:22]=1[CH3:34]>>[OH:10][C@H:8]1[CH2:9][C@H:5]([C:3](=[O:4])[NH:20][C:21]2[CH:26]=[CH:25][C:24]([N:27]3[CH:32]=[CH:31][CH:30]=[CH:29][C:28]3=[O:33])=[CH:23][C:22]=2[CH3:34])[CH2:6][C@@H:7]1[NH:11][C:12]([C:14]1[S:15][C:16]([Cl:19])=[CH:17][CH:18]=1)=[O:13]. Procedure: In analogy to example 1C, (1R,3S,4S)-3-[(5-chloro-thiophene-2-carbonyl)-amino]-4-hydroxy-cyclopentanecarboxylic acid methyl ester (example 1B) was reacted with 1-(4-amino-3-methyl-phenyl)-1H-pyridin-2-one to give 5-chloro-thiophene-2-carboxylic acid {(1S,2S,4R)-2-hydroxy-4-[2-methyl-4-(2-oxo-2H-pyridin-1-yl)-phenylcarbamoyl]-cyclopentyl}-amide. Off-white solid. MS: 472.4 ([M+H]+). As a reaction SMILES: [C:1]1([Li])[CH:6]=[CH:5][CH:4]=[CH:3][CH:2]=1.[CH2:8]([O:10][C:11](=[O:25])[C:12]([C:23]#[N:24])=[C:13]1[CH2:22][CH2:21][C:16]2([O:20][CH2:19][CH2:18][O:17]2)[CH2:15][CH2:14]1)[CH3:9].C1C(C=O)=CC=C(Br)C=1>O1CCCC1.[Cu]I>[CH2:8]([O:10][C:11](=[O:25])[CH:12]([C:23]#[N:24])[C:13]1([C:1]2[CH:6]=[CH:5][CH:4]=[CH:3][CH:2]=2)[CH2:14][CH2:15][C:16]2([O:17][CH2:18][CH2:19][O:20]2)[CH2:21][CH2:22]1)[CH3:9]. Run in O1CCCC1 (tetrahydrofuran), O1CCCC1 (tetrahydrofuran). The reactants are C1(=CC=CC=C1)[Li] (phenyl lithium), C(C)OC(C(=C1CCC2(OCCO2)CC1)C#N)=O (cyano-(1,4-dioxa-spiro[4.5]dec-8-ylidene)-acetic acid ethyl ester), C1=CC(=CC=C1C=O)Br (P-anisaldehyde). Isolated yield 57.9%. Reported procedure: To a stirred suspension of CuI (5.67 g, 29.88 mmol) in tetrahydrofuran (70 mL) was added phenyl lithium (1.8M dibutyl ether) (33.2 mL, 59.76 mmol) at −78° C. and the resulting mixture was allowed to stir at −30° C. for 2 h. To the resulting reaction mixture at −78° c. was added the pre-cooled solution of cyano-(1,4-dioxa-spiro[4.5]dec-8-ylidene)-acetic acid ethyl ester (262) in tetrahydrofuran (30 mL) and the resulting mixture was allowed to stir at −30° C. for 1 h. The reaction was monitored by... Reagents/catalysts: [Cu]I (CuI). Reaction conditions: temperature -30 celsius, time 2 hour. The product is C(C)OC(C(C1(CCC2(OCCO2)CC1)C1=CC=CC=C1)C#N)=O (cyano-(8-phenyl-1,4-dioxa-spiro[4.5]dec-8-yl)-acetic acid ethyl ester).